Dataset: the Open Reaction Database (ORD), a public repository of structured organic reaction records. Task: describe an organic reaction: reactants, conditions, products, and yield Starting materials: NCC(=O)N1C(NC(C1)=O)(C)C (1-(2-aminoacetyl)-2.2-dimethyl-4-imidazolidinone), C(C)(=O)OC(C)=O (acetic anhydride). Reaction conditions: time 1 hour. Product: C(C)(=O)NCC(=O)N1C(NC(C1)=O)(C)C (1-(2-Acetamidoacetyl)-2,2-dimethyl-4-imidazolidinone). As a reaction SMILES: [NH2:1][CH2:2][C:3]([N:5]1[CH2:9][C:8](=[O:10])[NH:7][C:6]1([CH3:12])[CH3:11])=[O:4].[C:13](OC(=O)C)(=[O:15])[CH3:14]>>[C:13]([NH:1][CH2:2][C:3]([N:5]1[CH2:9][C:8](=[O:10])[NH:7][C:6]1([CH3:12])[CH3:11])=[O:4])(=[O:15])[CH3:14]. Reported procedure: A suspension of 1-(2-aminoacetyl)-2.2-dimethyl-4-imidazolidinone (5 g) in acetic anhydride (20 ml) was stirred at room temperature for 1 hour. Evaporation under vacuum and crystallization of the residue from 2-propanol gave 4.63 g of the title compound, m.p. 214°-215° C.